From a dataset of the Open Reaction Database (ORD), a public repository of structured organic reaction records. describe an organic reaction: reactants, conditions, products, and yield The solvent is C1=CC=CC=C1 (benzene). Yields the product Cl.C1(=CC=CC=C1)CCCN1CC(N(CC1)C(=O)C=1OC(=CC1)C)C (1-(3-Phenylpropyl)-3-methyl-4-(5-methyl-2-furoyl)piperazine hydrochloride). As a reaction SMILES: [C:1]1([CH2:7][CH2:8][CH2:9][N:10]2[CH2:15][CH2:14][NH:13][CH:12]([CH3:16])[CH2:11]2)[CH:6]=[CH:5][CH:4]=[CH:3][CH:2]=1.[CH3:17][C:18]1[O:22][C:21]([C:23]([Cl:25])=[O:24])=[CH:20][CH:19]=1>C1C=CC=CC=1>[ClH:25].[C:1]1([CH2:7][CH2:8][CH2:9][N:10]2[CH2:15][CH2:14][N:13]([C:23]([C:21]3[O:22][C:18]([CH3:17])=[CH:19][CH:20]=3)=[O:24])[CH:12]([CH3:16])[CH2:11]2)[CH:6]=[CH:5][CH:4]=[CH:3][CH:2]=1 |f:3.4|. Reactants: C1(=CC=CC=C1)CCCN1CC(NCC1)C (1-(3-phenylpropyl)-3-methylpiperazine), CC1=CC=C(O1)C(=O)Cl (5-methyl-2-furoyl chloride). Reported procedure: The compound was obtained by following the same process as in Example 2 from a mixture of 1-(3-phenylpropyl)-3-methylpiperazine, 5-methyl-2-furoyl chloride and benzene. Starting materials: [OH-].[Na+] (Sodium hydroxide), C(C)(=O)O (acetic acid), CC(=O)OCC1=C(C=CC=C1)S(=O)C=1C2=C(SC1C(=O)OCC)C=C(C=C2)OCC=2C=NC=CC2 (ethyl 3-(2-[(methylcarbonyloxy)methyl]phenylsulfinyl)-6-(3-pyridylmethoxy)benzo[b]thiophene-2-carboxylate), resultant solution. Run in CO (methanol), O (water). Product: OCC1=C(C=CC=C1)S(=O)C=1C2=C(SC1C(=O)O)C=C(C=C2)OCC=2C=NC=CC2 (3-[2-(Hydroxymethyl)phenylsulfinyl]-6-(3-pyridylmethoxy)benzo[b]thiophene-2-carboxylic Acid). Isolated yield 16.5%. As a reaction SMILES: [OH-].[Na+].CC([O:6][CH2:7][C:8]1[CH:13]=[CH:12][CH:11]=[CH:10][C:9]=1[S:14]([C:16]1[C:17]2[CH:29]=[CH:28][C:27]([O:30][CH2:31][C:32]3[CH:33]=[N:34][CH:35]=[CH:36][CH:37]=3)=[CH:26][C:18]=2[S:19][C:20]=1[C:21]([O:23]CC)=[O:22])=[O:15])=O.C(O)(=O)C>CO.O>[OH:6][CH2:7][C:8]1[CH:13]=[CH:12][CH:11]=[CH:10][C:9]=1[S:14]([C:16]1[C:17]2[CH:29]=[CH:28][C:27]([O:30][CH2:31][C:32]3[CH:33]=[N:34][CH:35]=[CH:36][CH:37]=3)=[CH:26][C:18]=2[S:19][C:20]=1[C:21]([OH:23])=[O:22])=[O:15] |f:0.1|. Procedure details: Sodium hydroxide (3 ml of 1M in water) was added to a suspension of ethyl 3-(2-[(methylcarbonyloxy)methyl]phenylsulfinyl)-6-(3-pyridylmethoxy)benzo[b]thiophene-2-carboxylate (Example 35--500 mg, 0.98 mmol) in methanol (15 ml). The mixture was heated to reflux for 30 minutes. The resultant solution was cooled, diluted with water and acidified by dropwise addition of acetic acid. The precipitate was isolated by filtration and washing with water. The solid was recrystallised twice by dissolving in ... Reactants: NO (hydroxylamine), C(C1=CC=CC=C1)N(CCC(=O)OCC)S(=O)(=O)C1=CC=C(C=C1)OC (ethyl 3-[(benzyl)-(4-methoxybenzenesulfonyl)-amino]-propionate), Cl (HCl). The solvent is C(C)OCC (diethyl ether). Reaction conditions: time 18 hour. Yields the product ONC(CCN(S(=O)(=O)C1=CC=C(C=C1)OC)CC1=CC=CC=C1)=O (N-Hydroxy-3-[(benzyl)-(4-methoxybenzenesulfonyl)-amino]-propionamide). Isolated yield 72.7%. RXN SMILES: [NH2:1][OH:2].[CH2:3]([N:10]([S:18]([C:21]1[CH:26]=[CH:25][C:24]([O:27][CH3:28])=[CH:23][CH:22]=1)(=[O:20])=[O:19])[CH2:11][CH2:12][C:13](OCC)=[O:14])[C:4]1[CH:9]=[CH:8][CH:7]=[CH:6][CH:5]=1.Cl>C(OCC)C>[OH:2][NH:1][C:13](=[O:14])[CH2:12][CH2:11][N:10]([CH2:3][C:4]1[CH:9]=[CH:8][CH:7]=[CH:6][CH:5]=1)[S:18]([C:21]1[CH:26]=[CH:25][C:24]([O:27][CH3:28])=[CH:23][CH:22]=1)(=[O:20])=[O:19]. Reported procedure: Freshly prepared hydroxylamine reagent (20 mL; 20 mmol) was added to ethyl 3-[(benzyl)-(4-methoxybenzenesulfonyl)-amino]-propionate (3.30 g; 8.8 mmol) and the resulting mixture stirred for 18 h at room temperature. The mixture was poured into 1 N HCl (100 mL) and extracted with CH2Cl2 (2×10 mL). The combined extracts were washed with saturated aqueous NaCl (1×10 mL), dried over MgSO4, and evaporated under reduced pressure to give a crude gum. Trituration with diethyl ether afforded 2.33 g (68%) ... The reactants are C(C1=CC=CC=C1)OC(=O)NC1CC(CCC1)C(=O)O (3-benzyloxycarbonylamino-cyclohexanecarboxylic acid), TEA, C=1C=CC2=C(C1)N=NN2O (HOBt), NC=1C(N(C=CC1N)CC)=O (3,4-diamino-1-ethyl-1H-pyridin-2-one), CCN=C=NCCCN(C)C (EDCI). Run at temperature 0 celsius. RXN SMILES: [CH2:1]([O:8][C:9]([NH:11][CH:12]1[CH2:17][CH2:16][CH2:15][CH:14]([C:18](O)=O)[CH2:13]1)=[O:10])[C:2]1[CH:7]=[CH:6][CH:5]=[CH:4][CH:3]=1.C1C=CC2N(O)N=NC=2C=1.[NH2:31][C:32]1[C:33](=[O:41])[N:34]([CH2:39][CH3:40])[CH:35]=[CH:36][C:37]=1[NH2:38].CCN=C=NCCCN(C)C>CN(C=O)C.O>[CH2:1]([O:8][C:9](=[O:10])[NH:11][CH:12]1[CH2:17][CH2:16][CH2:15][CH:14]([C:18]2[NH:31][C:32]3[C:33](=[O:41])[N:34]([CH2:39][CH3:40])[CH:35]=[CH:36][C:37]=3[N:38]=2)[CH2:13]1)[C:2]1[CH:3]=[CH:4][CH:5]=[CH:6][CH:7]=1. Solvent: CN(C)C=O (DMF), O (water). Yield: 88.0%. The product is C(C1=CC=CC=C1)OC(NC1CC(CCC1)C1=NC2=C(C(N(C=C2)CC)=O)N1)=O ([3-(5-ethyl-4-oxo-4,5-dihydro-3H-imidazo[4,5-c]pyridin-2-yl)-cyclohexyl]-carbamic acid benzyl ester). Reported procedure: In a 100 mL round bottom flask, 3-benzyloxycarbonylamino-cyclohexanecarboxylic acid (0.53 g, 1.96 mmol), TEA (0.44 g, 4.31 mmol), and HOBt (0.53 g, 3.92 mmol) were added sequentially to a solution of 3,4-diamino-1-ethyl-1H-pyridin-2-one (0.30 g, 1.96 mmol) in DMF (15 mL) at room temperature. The solution was then cooled to 0° C., EDCI (0.75 g, 3.92 mmol) was added, and the reaction mixture was allowed to stir, with warming to room temperature. After stirring for 17 h, the reaction mixture was di... The reactants are CC=1NC2=CC=CC=C2C1C(=O)OCC (ethyl 2-methyl-1H-indole-3-carboxylate), Pd(PPh3)-4, C[Al](C)C (Me3Al). The solvent is O1CCOCC1 (dioxane). Product: CC1=C(C(=O)OCC)C(=CN=C1)C (ethyl 3,5-dimethylisonicotinate). Yield: 78.0%. Reaction SMILES: [CH3:1][C:2]1[NH:3][C:4]2[C:9]([C:10]=1[C:11]([O:13][CH2:14][CH3:15])=[O:12])=[CH:8]C=CC=2.[CH3:16][Al](C)C>O1CCOCC1>[CH3:8][C:9]1[CH:4]=[N:3][CH:16]=[C:2]([CH3:1])[C:10]=1[C:11]([O:13][CH2:14][CH3:15])=[O:12]. Reported procedure: To a solution of ethyl 2-methyl-1H-indole-3-carboxylate (2 g, 6.15 mmol), Pd(PPh3)-4(0.36 g, 0.31 mmol) in dioxane (20 mL) was added Me3Al (2 M in THF, 7.69 ml, 15.37 mmol) under N2. The mixture was stirred at reflux overnight. After the complete of the reaction, the reaction was quenched by addition of 5 mL of water and extracted with EtOAc. The extractions were combined, washed with H2O, dried over Na2SO4, and concentrated under vacuum. The residue was purified by flash column (Eluent: PE/EtOA... Reactants: CN(C)C=O, COC=C1C(=O)NC(=O)c2ccc(I)cc21, Nc1ccc2ncccc2c1. Product: O=C1NC(=O)c2ccc(I)cc2C1=CNc1ccc2ncccc2c1. RXN SMILES: [CH3:28][N:29]([CH3:30])[CH:31]=[O:32].[I:1][c:2]1[cH:3][c:4]2[c:9]([cH:10][cH:11]1)[C:8](=[O:12])[NH:7][C:6](=[O:13])[C:5]2=[CH:14][O:15][CH3:16].[NH2:17][c:18]1[cH:19][c:20]2[cH:21][cH:22][cH:23][n:24][c:25]2[cH:26][cH:27]1>>[I:1][c:2]1[cH:3][c:4]2[c:9]([cH:10][cH:11]1)[C:8](=[O:12])[NH:7][C:6](=[O:13])[C:5]2=[CH:14][NH:17][c:18]1[cH:19][c:20]2[cH:21][cH:22][cH:23][n:24][c:25]2[cH:26][cH:27]1. Reactants: ClB(Cl)Cl, CCC1C(=O)N(Cc2ccccc2)c2cc(F)ccc2N1C(=O)c1ccc(OC)cc1, CCCC[N+](CCCC)(CCCC)CCCC, ClCCl, [I-], O. The product is CCC1C(=O)N(Cc2ccccc2)c2cc(F)ccc2N1C(=O)c1ccc(O)cc1. As a reaction SMILES: [B:32]([Cl:33])([Cl:34])[Cl:35].[CH2:1]([c:2]1[cH:3][cH:4][cH:5][cH:6][cH:7]1)[N:8]1[C:9](=[O:31])[CH:10]([CH2:29][CH3:30])[N:11]([C:19]([c:20]2[cH:21][cH:22][c:23]([O:26][CH3:27])[cH:24][cH:25]2)=[O:28])[c:12]2[cH:13][cH:14][c:15]([F:18])[cH:16][c:17]21.[CH2:38]([N+:39]([CH2:40][CH2:41][CH2:42][CH3:43])([CH2:44][CH2:45][CH2:46][CH3:47])[CH2:48][CH2:49][CH2:50][CH3:51])[CH2:52][CH2:53][CH3:54].[CH2:55]([Cl:56])[Cl:57].[I-:37].[OH2:36]>>[CH2:1]([c:2]1[cH:3][cH:4][cH:5][cH:6][cH:7]1)[N:8]1[C:9](=[O:31])[CH:10]([CH2:29][CH3:30])[N:11]([C:19]([c:20]2[cH:21][cH:22][c:23]([OH:26])[cH:24][cH:25]2)=[O:28])[c:12]2[cH:13][cH:14][c:15]([F:18])[cH:16][c:17]21. The reactants are Cl (HCl), C1=CC=CC=2C3=CC=CC=C3C(C12)=O (9-fluorenone), C1CCOC1 (THF), [C-]#[C-].[Na+].[Na+] (sodium acetylide). Solvent: C=1(C(=CC=CC1)C)C (xylene). Reaction conditions: time 8 hour. The product is C(#C)C1(C2=CC=CC=C2C=2C=CC=CC12)O (9-ethinyl-9-hydroxy-fluorene). As a reaction SMILES: [CH:1]1[C:13]2[C:12](=[O:14])[C:11]3[C:6](=[CH:7][CH:8]=[CH:9][CH:10]=3)[C:5]=2[CH:4]=[CH:3][CH:2]=1.[CH2:15]1COC[CH2:16]1.[C-]#[C-].[Na+].[Na+].Cl>C1(C)C(C)=CC=CC=1>[C:15]([C:12]1([OH:14])[C:13]2[CH:1]=[CH:2][CH:3]=[CH:4][C:5]=2[C:6]2[C:11]1=[CH:10][CH:9]=[CH:8][CH:7]=2)#[CH:16] |f:2.3.4|. Procedure: 9 g (0.05 mol) of 9-fluorenone and 100 ml of anhydrous THF are charged into a dry flask of 250 ml. To the resulting solution a suspension of sodium acetylide [17.8 g (0.0525 mol) in mineral oil/xylene, 18% by weight based on the suspension; solid purity 95%] is added under nitrogen, by means of a syringe. The resulting suspension is kept overnight under nitrogen and with stirring before being poured into 75 ml of 10% HCl. The phases are separated and the aqueous phase is extracted twice with 100...